From a dataset of the Open Reaction Database (ORD), a public repository of structured organic reaction records. describe an organic reaction: reactants, conditions, products, and yield Starting materials: CC(=O)C1=CC(=C(C(=C1)OC)OC)OC (3,4,5-trimethoxyacetophenone), Ba(OH)2, 8h, COC=1C=C(C=C(C1OC)OC)NC1=C(C=O)C=CC=N1 (2-(3,4,5-trimethoxyphenylamino)nicotinaldehyde), COC1=CC=C(C=C1)NC1=NC=CC=C1C=CC(=O)C1=CC(=C(C(=C1)OC)OC)OC (3-(2-(4-Methoxyphenylamino) pyridin-3-yl)-1-(3,4,5-trimethoxyphenyl)prop-2-en-1-one), Cl (HCl). The solvent is CO (methanol). Run at time 5 minute. Yields the product COC=1C=C(C=C(C1OC)OC)C(C=CC=1C(=NC=CC1)NC1=CC(=C(C(=C1)OC)OC)OC)=O (1-(3,4,5-Trimethoxyphenyl)-3-(2-(3,4,5-trimethoxyphenylamino)pyridin-3-yl)prop-2-en-1-one). Isolated yield 86.8%. RXN SMILES: [CH3:1][C:2]([C:4]1[CH:9]=[C:8]([O:10][CH3:11])[C:7]([O:12][CH3:13])=[C:6]([O:14][CH3:15])[CH:5]=1)=[O:3].[CH3:16][O:17][C:18]1[CH:19]=[C:20]([NH:28][C:29]2[N:36]=[CH:35][CH:34]=[CH:33][C:30]=2[CH:31]=O)[CH:21]=[C:22]([O:26][CH3:27])[C:23]=1[O:24][CH3:25].COC1C=CC(NC2C(C=CC(C3C=C(OC)C(OC)=C(OC)C=3)=O)=CC=CN=2)=CC=1.Cl>CO>[CH3:15][O:14][C:6]1[CH:5]=[C:4]([C:2](=[O:3])[CH:1]=[CH:31][C:30]2[C:29]([NH:28][C:20]3[CH:21]=[C:22]([O:26][CH3:27])[C:23]([O:24][CH3:25])=[C:18]([O:17][CH3:16])[CH:19]=3)=[N:36][CH:35]=[CH:34][CH:33]=2)[CH:9]=[C:8]([O:10][CH3:11])[C:7]=1[O:12][CH3:13]. Reported procedure: To a solution of 3,4,5-trimethoxyacetophenone (145 mg, 0.693 mmol) in methanol (5 mL) was added 2N Ba(OH)2 solution (2 ml) and stirred for 5 minutes. Then added 2-(3,4,5-trimethoxyphenylamino)nicotinaldehyde (200 mg, 0.693 mmol) and the reaction mixture was stirred at a temperature of 30° C. for 6h and the reaction was monitored by TLC. After 8h the reaction mixture is acidified with 2N HCl. The resulting precipitate was filtered, washed thoroughly with water and dried over anhydrous CaCl2. The ... Reactants: CC(C)(CCn1cncn1)NCC(O)c1ccc(OCc2ccccc2)c(CO)c1, CO. The product is CC(C)(CCn1cncn1)NCC(O)c1ccc(O)c(CO)c1. As a reaction SMILES: [CH2:1]([c:2]1[cH:3][cH:4][cH:5][cH:6][cH:7]1)[O:8][c:9]1[c:10]([CH2:29][OH:30])[cH:11][c:12]([CH:15]([CH2:16][NH:17][C:18]([CH2:19][CH2:20][n:21]2[n:22][cH:23][n:24][cH:25]2)([CH3:26])[CH3:27])[OH:28])[cH:13][cH:14]1.[CH3:31][OH:32]>>[OH:8][c:9]1[c:10]([CH2:29][OH:30])[cH:11][c:12]([CH:15]([CH2:16][NH:17][C:18]([CH2:19][CH2:20][n:21]2[n:22][cH:23][n:24][cH:25]2)([CH3:26])[CH3:27])[OH:28])[cH:13][cH:14]1. Solvent: C(C)O (ethanol). Reaction conditions: temperature 90 celsius, time 4 hour. Reactants: BrC1=C(C=CC=C1)C1CC2=C(C(=CO2)C(F)(F)F)C(C1)=O (6-(2-bromophenyl)-3-trifluoromethyl-4,5,6,7-tetrahydrobenzofuran-4-one), C(=N)(N)NN.Cl (aminoguanidine hydrochloride), Cl (hydrochloric acid). Yield: 35.6%. RXN SMILES: [Br:1][C:2]1[CH:7]=[CH:6][CH:5]=[CH:4][C:3]=1[CH:8]1[CH2:20][C:19](=O)[C:11]2[C:12]([C:15]([F:18])([F:17])[F:16])=[CH:13][O:14][C:10]=2[CH2:9]1.[C:22]([NH:25][NH2:26])([NH2:24])=[NH:23].[ClH:27].Cl>C(O)C>[ClH:27].[Br:1][C:2]1[CH:7]=[CH:6][CH:5]=[CH:4][C:3]=1[CH:8]1[CH2:20]/[C:19](=[N:26]\[NH:25][C:22]([NH2:24])=[NH:23])/[C:11]2[C:12]([C:15]([F:18])([F:17])[F:16])=[CH:13][O:14][C:10]=2[CH2:9]1 |f:1.2,5.6|. Reported procedure: To a mixture of 6-(2-bromophenyl)-3-trifluoromethyl-4,5,6,7-tetrahydrobenzofuran-4-one (0.29 g) and aminoguanidine hydrochloride (90 mg) were ethanol (16 ml) and 6N hydrochloric acid (0.070 ml), and the mixture was stirred at 90° C. for 4 hours and cooled. The reaction solution was concentrated under reduced pressure, and the residue was washed with ethanol, ethyl acetate and isopropylether, and dried to give (E)-6-(2-bromophenyl)-4-guanidinoimino-3-trifluoromethyl-4,5,6,7-tetrahydrobenzofuran h... Product: Cl.BrC1=C(C=CC=C1)C1CC2=C(C(=CO2)C(F)(F)F)/C(/C1)=N/NC(=N)N ((E)-6-(2-bromophenyl)-4-guanidinoimino-3-trifluoromethyl-4,5,6,7-tetrahydrobenzofuran hydrochloride).